From a dataset of the Open Reaction Database (ORD), a public repository of structured organic reaction records. describe an organic reaction: reactants, conditions, products, and yield Reaction SMILES: [O:1]1[CH2:4][CH:3]([C:5]2[CH:6]=[C:7]([CH2:11][CH2:12][OH:13])[CH:8]=[CH:9][CH:10]=2)[CH2:2]1.C(Cl)Cl.[C:17]1([CH3:27])[CH:22]=[CH:21][C:20]([S:23](Cl)(=[O:25])=[O:24])=[CH:19][CH:18]=1>N1C=CC=CC=1>[O:1]1[CH2:4][CH:3]([C:5]2[CH:6]=[C:7]([CH2:11][CH2:12][O:13][S:23]([C:20]3[CH:21]=[CH:22][C:17]([CH3:27])=[CH:18][CH:19]=3)(=[O:25])=[O:24])[CH:8]=[CH:9][CH:10]=2)[CH2:2]1. Starting materials: O1CC(C1)C=1C=C(C=CC1)CCO (2-(3-Oxetan-3-yl-phenyl)-ethanol), C(Cl)Cl (CH2Cl2), C1(=CC=C(C=C1)S(=O)(=O)Cl)C (p-toluenesulfonyl chloride). Procedure details: 4.9 g of 2-(3-Oxetan-3-yl-phenyl)-ethanol were dissolved using 30 ml of CH2Cl2 and 9.5 ml of pyridine added. Then, 6.3 g of p-toluenesulfonyl chloride was added at 0° C. and the reaction mixture stirred for 6 h at room temperature. The reaction mixture was then evaporated, re-dissolved using 100 ml of EA and washed using 100 ml of a saturated aqueous NaHCO3-solution. The aqueous layer was then extracted twice using 100 ml of EA each. The combined organic layer was then dried using MgSO4 and evap... Solvent: N1=CC=CC=C1 (pyridine). The product is O1CC(C1)C=1C=C(C=CC1)CCOS(=O)(=O)C1=CC=C(C=C1)C (Toluene-4-sulfonic acid 2-(3-oxetan-3-yl-phenyl)-ethyl ester). Run at time 6 hour. The yield is 21.9%.